This data is from the Open Reaction Database (ORD), a public repository of structured organic reaction records. The task is: describe an organic reaction: reactants, conditions, products, and yield Starting materials: CC1=C(C(=C2C(=N1)SC1=C2CCCC1)C1=CC=C(C=C1)C)CBr ((2-methyl-4-(p-tolyl)-5,6,7,8-tetrahydro[1]benzothieno[2,3-b]pyridin-3-yl)bromomethane), COP(OC)OC (trimethylphosphite). Product: CC1=C(C(=C2C(=N1)SC1=C2CCCC1)C1=CC=C(C=C1)C)CP(OC)(OC)=O (Dimethyl [2-methyl-4-(p-tolyl)-5,6,7,8-tetrahydro[1]benzothieno[2,3-b]pyridin-3-yl]methylphosphonate). Reaction SMILES: [CH3:1][C:2]1[N:7]=[C:6]2[S:8][C:9]3[CH2:14][CH2:13][CH2:12][CH2:11][C:10]=3[C:5]2=[C:4]([C:15]2[CH:20]=[CH:19][C:18]([CH3:21])=[CH:17][CH:16]=2)[C:3]=1[CH2:22]Br.[CH3:24][O:25][P:26]([O:29]C)[O:27][CH3:28]>>[CH3:1][C:2]1[N:7]=[C:6]2[S:8][C:9]3[CH2:14][CH2:13][CH2:12][CH2:11][C:10]=3[C:5]2=[C:4]([C:15]2[CH:20]=[CH:19][C:18]([CH3:21])=[CH:17][CH:16]=2)[C:3]=1[CH2:22][P:26](=[O:29])([O:27][CH3:28])[O:25][CH3:24]. Reported procedure: A solution of (2-methyl-4-(p-tolyl)-5,6,7,8-tetrahydro[1]benzothieno[2,3-b]pyridin-3-yl)bromomethane (0.309 g; 0.8 mmol) in trimethylphosphite (8 mL) was heated at reflux for 18 h. The volatiles were removed under reduced pressure and the remaining residue was used in the next step without further purification. Starting materials: COC(=O)C=1C=C(C=CC1)C1CN(CC1)C(=O)OC(C)(C)C (tert-butyl 3-(3-(methoxycarbonyl)phenyl)pyrrolidine-1-carboxylate), [OH-].[Na+] (NaOH). The solvent is CCO (EtOH), O (H2O). Run at temperature 29 celsius, time 30 minute. The product is C(C)(C)(C)OC(=O)N1CC(CC1)C=1C=C(C(=O)O)C=CC1 (3-(1-(tert-butoxycarbonyl)pyrrolidin-3-yl)benzoic acid). The yield is 98.0%. RXN SMILES: C[O:2][C:3]([C:5]1[CH:6]=[C:7]([CH:11]2[CH2:15][CH2:14][N:13]([C:16]([O:18][C:19]([CH3:22])([CH3:21])[CH3:20])=[O:17])[CH2:12]2)[CH:8]=[CH:9][CH:10]=1)=[O:4].[OH-].[Na+]>CCO.O>[C:19]([O:18][C:16]([N:13]1[CH2:14][CH2:15][CH:11]([C:7]2[CH:6]=[C:5]([CH:10]=[CH:9][CH:8]=2)[C:3]([OH:4])=[O:2])[CH2:12]1)=[O:17])([CH3:22])([CH3:20])[CH3:21] |f:1.2|. Reported procedure: To a solution of tert-butyl 3-(3-(methoxycarbonyl)phenyl)pyrrolidine-1-carboxylate (210 mg, 0.7 mmol) in EtOH (4 ml) was added a solution of NaOH (56 mg, 1.4 mmol) in H2O (1 ml) at 29° C. The mixture was stirred for 30 min at 29° C. The mixture was concentrated and the residue was treated with water and extracted with EA. The water layer was treated with 2N HCl until pH=3, extracted with EA and the combined organic layers were washed with brine, dried over Na2SO4 and concentrated to give the tit... Starting materials: ClC1=C(N)C=CC(=C1)C (2-chloro-4-methyl-aniline), C(C)OC(C(C(=O)C)C)=O (ethyl-2-methyl-acetoacetate). Product: ClC=1C=C(C=C2C(=C(C(=NC12)C)C)O)C (8-chloro-2,3,6-trimethylquinolin-4-ol). Reaction SMILES: [Cl:1][C:2]1[CH:8]=[C:7]([CH3:9])[CH:6]=[CH:5][C:3]=1[NH2:4].C([O:12][C:13](=O)[CH:14]([CH3:18])[C:15]([CH3:17])=O)C>>[Cl:1][C:2]1[CH:8]=[C:7]([CH3:9])[CH:6]=[C:5]2[C:3]=1[N:4]=[C:15]([CH3:17])[C:14]([CH3:18])=[C:13]2[OH:12]. Procedure details: Prepared according to procedure R using 2-chloro-4-methyl-aniline (2.0 mL, 16.3 mmol), ethyl-2-methyl-acetoacetate (4.6 mL, 32.5 mmol), and PPA (8.12 g, 81.2 mmol) to afford 8-chloro-2,3,6-trimethylquinolin-4-ol.